This data is from the Open Reaction Database (ORD), a public repository of structured organic reaction records. The task is: describe an organic reaction: reactants, conditions, products, and yield Starting materials: COC1=CC=C(C=C1)C(C=1C=C(C=CC1)N)NC(C)(C1=CC=CC=C1)C (3-[(4-methoxyphenyl)-(1-methyl-1-phenylethylamino)methyl]phenylamine), C(C)(C)(C)OC=1C(C(C1OC)=O)=O (3-t-butoxy-4-methoxy-3-cyclobutene-1,2-dione). Solvent: CO (methanol). Product: C(C)(C)(C)OC=1C(C(C1NC1=CC(=CC=C1)C(NC(C)(C1=CC=CC=C1)C)C1=CC=C(C=C1)OC)=O)=O (3-t-Butoxy-4-{3-[(4-methoxyphenyl)-(1-methyl-1-phenylethylamino)methyl]phenylamino}-3-cyclobutene-1,2-dione). The yield is 82.9%. RXN SMILES: [CH3:1][O:2][C:3]1[CH:8]=[CH:7][C:6]([CH:9]([NH:17][C:18]([CH3:26])([C:20]2[CH:25]=[CH:24][CH:23]=[CH:22][CH:21]=2)[CH3:19])[C:10]2[CH:11]=[C:12]([NH2:16])[CH:13]=[CH:14][CH:15]=2)=[CH:5][CH:4]=1.[C:27]([O:31][C:32]1[C:33](=O)[C:34](=[O:38])[C:35]=1[O:36]C)([CH3:30])([CH3:29])[CH3:28]>CO>[C:27]([O:31][C:32]1[C:35](=[O:36])[C:34](=[O:38])[C:33]=1[NH:16][C:12]1[CH:13]=[CH:14][CH:15]=[C:10]([CH:9]([C:6]2[CH:5]=[CH:4][C:3]([O:2][CH3:1])=[CH:8][CH:7]=2)[NH:17][C:18]([CH3:26])([C:20]2[CH:25]=[CH:24][CH:23]=[CH:22][CH:21]=2)[CH3:19])[CH:11]=1)([CH3:30])([CH3:28])[CH3:29]. Reported procedure: Following a similar procedure to that described in Example (94c), 1.19 g of 3-[(4-methoxyphenyl)-(1-methyl-1-phenylethylamino)methyl]phenylamine [prepared as described in step (b) above], 886 mg of 3-t-butoxy-4-methoxy-3-cyclobutene-1,2-dione and 40 ml of methanol were reacted, to obtain 1.42 g of the title compound as a white foamy solid. Reactants: COC(=O)C=1C(=C2C=C(C(N(C2=CN1)[C@H](C)C1=CC=CC=C1)=O)C1=CC=CC=C1)O ((R)-5-hydroxy-2-oxo-3-phenyl-1-(1-phenyl-ethyl)-1,2-dihydro-[1,7]naphthyridine-6-carboxylic acid methyl ester), NCCCC(=O)O (4-aminobutyric acid), C[O-].[Na+] (NaOMe). Solvent: C(=O)(O)[O-].[Na+] (NaHCO3). Product: OC1=C2C=C(C(N(C2=CN=C1C(=O)NCCCC(=O)O)[C@H](C)C1=CC=CC=C1)=O)C1=CC=CC=C1 ((R)-4-{[5-Hydroxy-2-oxo-3-phenyl-1-(1-phenyl-ethyl)-1,2-dihydro-[1,7]naphthyridine-6-carbonyl]-amino}-butyric acid). Isolated yield 38.2%. As a reaction SMILES: CO[C:3]([C:5]1[C:6]([OH:30])=[C:7]2[C:12](=[CH:13][N:14]=1)[N:11]([C@@H:15]([C:17]1[CH:22]=[CH:21][CH:20]=[CH:19][CH:18]=1)[CH3:16])[C:10](=[O:23])[C:9]([C:24]1[CH:29]=[CH:28][CH:27]=[CH:26][CH:25]=1)=[CH:8]2)=[O:4].[NH2:31][CH2:32][CH2:33][CH2:34][C:35]([OH:37])=[O:36].C[O-].[Na+]>C([O-])(O)=O.[Na+]>[OH:30][C:6]1[C:5]([C:3]([NH:31][CH2:32][CH2:33][CH2:34][C:35]([OH:37])=[O:36])=[O:4])=[N:14][CH:13]=[C:12]2[C:7]=1[CH:8]=[C:9]([C:24]1[CH:25]=[CH:26][CH:27]=[CH:28][CH:29]=1)[C:10](=[O:23])[N:11]2[C@@H:15]([C:17]1[CH:22]=[CH:21][CH:20]=[CH:19][CH:18]=1)[CH3:16] |f:2.3,4.5|. Reported procedure: A mixture of (R)-5-hydroxy-2-oxo-3-phenyl-1-(1-phenyl-ethyl)-1,2-dihydro-[1,7]naphthyridine-6-carboxylic acid methyl ester (40 mg, 0.1 mmol), 4-aminobutyric acid (670 mg, 6.5 mmol) and NaOMe solution (10 mL, 5.0 mmol, 0.5 M in MeOH) was refluxed for 16 h. After the mixture was cooled to r.t., the solvent was evaporated in vacuo. The residue was partitioned between EtOAc and water. 1 M HCl was added with vigorous stirring until pH was about 3-4. The aqueous layer was extracted with additional EtO... Reactants: ClC1=C(C=CC=C1F)B(O)O (2-chloro-3-fluorophenylboronic acid), OO (hydrogen peroxide). Solvent: O1CCCC1 (tetrahydrofuran), [OH-].[Na+] (NaOH). Reaction conditions: time 2 hour. The product is ClC1=C(C=CC=C1F)O (2-chloro-3-fluorophenol). As a reaction SMILES: [Cl:1][C:2]1[C:7]([F:8])=[CH:6][CH:5]=[CH:4][C:3]=1B(O)O.[OH:12]O>O1CCCC1.[OH-].[Na+]>[Cl:1][C:2]1[C:7]([F:8])=[CH:6][CH:5]=[CH:4][C:3]=1[OH:12] |f:3.4|. Procedure details: To a solution of 2-chloro-3-fluorophenylboronic acid (5.0 g) in tetrahydrofuran (50 mL) and 1M aqueous NaOH (30 mL) at 0° C. was added 30% hydrogen peroxide solution (4 mL), and the reaction was stirred for 2 hours. The reaction was quenched with saturated aqueous Na2S2O3 solution, acidified with concentrated aqueous HCl, and extracted twice with ethyl acetate. The combined extracts were washed with brine, concentrated, and chromatographed on silica gel using 10% ethyl acetate/hexanes as eluent ... Reactants: O=C([O-])[O-], C#CCCN, CO, Cl, [K+], [K+], O=[N+]([O-])c1nccn1CC(O)CCl. Product: C#CCCNCC(O)Cn1ccnc1[N+](=O)[O-]. As a reaction SMILES: [C:20](=[O:21])([O-:22])[O-:23].[CH2:14]([CH2:15][C:16]#[CH:17])[NH2:18].[CH3:26][OH:27].[ClH:19].[K+:24].[K+:25].[N+:1](=[O:2])([O-:3])[c:4]1[n:5]([CH2:9][CH:10]([CH2:11][Cl:12])[OH:13])[cH:6][cH:7][n:8]1>>[N+:1](=[O:2])([O-:3])[c:4]1[n:5]([CH2:9][CH:10]([CH2:11][NH:18][CH2:14][CH2:15][C:16]#[CH:17])[OH:13])[cH:6][cH:7][n:8]1. The reactants are ClC(=CCCl)Cl (1,1,3-trichloro-1-propene), ice water, crude product, FC(C1=C(C=CC(=C1)OC1=CC(=CC=C1)OCC)O)(F)F (2-trifluoromethyl-4-(3-ethoxyphenoxy)phenol), [H-].[Na+] (sodium hydride). The solvent is CN(C=O)C (N,N-dimethylformamide), CN(C=O)C (N,N-dimethylformamide). Conditions: time 10 minute. Product: FC(C1=C(C=CC(=C1)OC1=CC(=CC=C1)OCC)OCC=C(Cl)Cl)(F)F (2-trifluoromethyl-4-(3-ethoxyphenoxy)-1-(3,3-dichloro-2-propenyloxy)benzene). Isolated yield 61.6%. As a reaction SMILES: [F:1][C:2]([F:21])([F:20])[C:3]1[CH:8]=[C:7]([O:9][C:10]2[CH:15]=[CH:14][CH:13]=[C:12]([O:16][CH2:17][CH3:18])[CH:11]=2)[CH:6]=[CH:5][C:4]=1[OH:19].[H-].[Na+].[Cl:24][C:25]([Cl:29])=[CH:26][CH2:27]Cl>CN(C)C=O>[F:1][C:2]([F:20])([F:21])[C:3]1[CH:8]=[C:7]([O:9][C:10]2[CH:15]=[CH:14][CH:13]=[C:12]([O:16][CH2:17][CH3:18])[CH:11]=2)[CH:6]=[CH:5][C:4]=1[O:19][CH2:27][CH:26]=[C:25]([Cl:29])[Cl:24] |f:1.2|. Procedure details: To a solution prepared by dissolving 0.44 g of 2-trifluoromethyl-4-(3-ethoxyphenoxy)phenol in 10 ml of N,N-dimethylformamide, 0.062 g of sodium hydride (60% oil-based) was added with stirring under ice cooling. After 10 minutes, a solution prepared by dissolving 0.24 g of 1,1,3-trichloro-1-propene in 5 ml of N,N-dimethylformamide was added dropwise under ice cooling. After stirring at room temperature for 10 hours, the reaction solution was poured into ice-water, and extracted twice with 50 ml o...